This data is from the Open Reaction Database (ORD), a public repository of structured organic reaction records. The task is: describe an organic reaction: reactants, conditions, products, and yield Starting materials: O=C1CCC(CC1)NC(OCC1=CC=CC=C1)=O (Benzyl (4-oxocyclohexyl)carbamate), C[Si]([N-][Si](C)(C)C)(C)C.[Li+] (lithium hexamethyldisilazid), IC (iodomethane). Run in CN(C)C=O (DMF). Conditions: time 30 minute. Yields the product CN(C(OCC1=CC=CC=C1)=O)C1CCC(CC1)=O (benzyl methyl(4-oxocyclohexyl)carbamate). RXN SMILES: [O:1]=[C:2]1[CH2:7][CH2:6][CH:5]([NH:8][C:9](=[O:18])[O:10][CH2:11][C:12]2[CH:17]=[CH:16][CH:15]=[CH:14][CH:13]=2)[CH2:4][CH2:3]1.[CH3:19][Si](C)(C)[N-][Si](C)(C)C.[Li+].IC>CN(C=O)C>[CH3:19][N:8]([CH:5]1[CH2:6][CH2:7][C:2](=[O:1])[CH2:3][CH2:4]1)[C:9](=[O:18])[O:10][CH2:11][C:12]1[CH:13]=[CH:14][CH:15]=[CH:16][CH:17]=1 |f:1.2|. Reported procedure: Benzyl (4-oxocyclohexyl)carbamate (500 mg, 2.0 mmol) in DMF was treated with lithium hexamethyldisilazid (2.0 mmol) at room temperature. This solution was stirred for 30 min and was then treated with iodomethane (0.25 mL, 4.0 mmol) and stirred for 18 h. DMF was removed under vacuum and the residue was purified by silica column chromatography to give the title compound. Starting materials: C(C)(C)(C)OC(N[C@@H]1C[C@H](C1)NC1=NC=CC=C1NC(=O)C1CC1)=O (Tert-butyl(trans-3-((3-(cyclopropanecarboxamido)pyridin-2-yl)amino)cyclobutyl)carbamate), FC(C(=O)O)(F)F (trifluoroacetic acid). Solvent: C(C)(=O)O (acetic acid). Conditions: temperature 105 celsius. The product is C1(CC1)C1=NC=2C(=NC=CC2)N1[C@@H]1C[C@H](C1)N (trans-3-(2-cyclopropyl-3H-imidazo[4,5-b]pyridin-3-yl)cyclobutanamine). The yield is 53.9%. Reaction SMILES: C(OC(=O)[NH:7][C@H:8]1[CH2:11][C@H:10]([NH:12][C:13]2[C:18]([NH:19][C:20]([CH:22]3[CH2:24][CH2:23]3)=O)=[CH:17][CH:16]=[CH:15][N:14]=2)[CH2:9]1)(C)(C)C.FC(F)(F)C(O)=O>C(O)(=O)C>[CH:22]1([C:20]2[N:12]([C@H:10]3[CH2:11][C@H:8]([NH2:7])[CH2:9]3)[C:13]3=[N:14][CH:15]=[CH:16][CH:17]=[C:18]3[N:19]=2)[CH2:24][CH2:23]1. Procedure: Tert-butyl(trans-3-((3-(cyclopropanecarboxamido)pyridin-2-yl)amino)cyclobutyl)carbamate (1.27 g, 3.67 mmol, was dissolved in acetic acid (300 mL) and heated at 105° C. After 4½ hours, trifluoroacetic acid (1 mL) was added and the reaction stirred at 105° C. After heating for an additional 5 hours, the reaction was evaporated to dryness under reduced pressure. The crude product was free based by partitioning between dichloromethane and saturated aqueous sodium bicarbonate. The organic was dried w... Reactants: Cc1cnc(CNC2CCN(C(=O)OC(C)(C)C)CC2)c(C)c1, CC(C)(c1ccc(Cl)cc1)c1cccnc1C=O, ClCCl. Yields the product Cc1cnc(CN(Cc2ncccc2C(C)(C)c2ccc(Cl)cc2)C2CCN(C(=O)OC(C)(C)C)CC2)c(C)c1. RXN SMILES: [C:1]([CH3:2])([CH3:3])([CH3:4])[O:5][C:6](=[O:7])[N:8]1[CH2:9][CH2:10][CH:11]([NH:14][CH2:15][c:16]2[n:17][cH:18][c:19]([CH3:23])[cH:20][c:21]2[CH3:22])[CH2:12][CH2:13]1.[Cl:24][c:25]1[cH:26][cH:27][c:28]([C:31]([CH3:32])([CH3:33])[c:34]2[c:35]([CH:40]=[O:41])[n:36][cH:37][cH:38][cH:39]2)[cH:29][cH:30]1.[Cl:42][CH2:43][Cl:44]>>[C:1]([CH3:2])([CH3:3])([CH3:4])[O:5][C:6](=[O:7])[N:8]1[CH2:9][CH2:10][CH:11]([N:14]([CH2:15][c:16]2[n:17][cH:18][c:19]([CH3:23])[cH:20][c:21]2[CH3:22])[CH2:40][c:35]2[c:34]([C:31]([c:28]3[cH:27][cH:26][c:25]([Cl:24])[cH:30][cH:29]3)([CH3:32])[CH3:33])[cH:39][cH:38][cH:37][n:36]2)[CH2:12][CH2:13]1. RXN SMILES: [S:1]=[C:2]1[NH:7][C:6]2=[CH:8][S:9][CH:10]=[C:5]2[C:4](=[O:11])[N:3]1[C:12]1[CH:17]=[CH:16][C:15]([O:18][CH2:19][C:20]([F:23])([F:22])[F:21])=[CH:14][CH:13]=1.[H-].[Na+].[C:26]([O:30][C:31](=[O:36])[NH:32][CH2:33][CH2:34]Br)([CH3:29])([CH3:28])[CH3:27].[Cl-].[NH4+]>CN(C)C=O>[O:11]=[C:4]1[N:3]([C:12]2[CH:13]=[CH:14][C:15]([O:18][CH2:19][C:20]([F:22])([F:23])[F:21])=[CH:16][CH:17]=2)[C:2]([S:1][CH2:34][CH2:33][NH:32][C:31](=[O:36])[O:30][C:26]([CH3:29])([CH3:28])[CH3:27])=[N:7][C:6]2=[CH:8][S:9][CH:10]=[C:5]12 |f:1.2,4.5|. Reaction conditions: time 1 hour. The solvent is CN(C=O)C (N,N-dimethylformamide). The product is O=C1C=2C(N=C(N1C1=CC=C(C=C1)OCC(F)(F)F)SCCNC(OC(C)(C)C)=O)=CSC2 (tert-butyl [2-({4-oxo-3-[4-(2,2,2-trifluoroethoxy)phenyl]-3,4-dihydrothieno[3,4-d]pyrimidin-2-yl}sulfanyl)ethyl]carbamate). Reactants: [Cl-].[NH4+] (ammonium chloride), [H-].[Na+] (sodium hydride), C(C)(C)(C)OC(NCCBr)=O (tert-butyl(2-bromoethyl)carbamate), S=C1N(C(C=2C(N1)=CSC2)=O)C2=CC=C(C=C2)OCC(F)(F)F (2-Thioxo-3-[4-(2,2,2-trifluoroethoxy)phenyl]-2,3-dihydrothieno[3,4-d]pyrimidin-4(1H)-one). Yield: 95.3%. Procedure details: 2-Thioxo-3-[4-(2,2,2-trifluoroethoxy)phenyl]-2,3-dihydrothieno[3,4-d]pyrimidin-4(1H)-one (1.59 g) was dissolved in N,N-dimethylformamide (20 ml), sodium hydride (60% in oil, 0.25 g) and tert-butyl(2-bromoethyl)carbamate (1.49 g) were added successively thereto under ice-cooling, and the mixture was stirred at room temperature for 1 hr. To the reaction mixture was poured into saturated aqueous ammonium chloride solution (30 ml), and the mixture was extracted with ethyl acetate. The organic layer ... The reactants are FC1=CC=C2C(=N1)N(N=C2C(=O)OC(C)(C)C)CC2=CC=C(C=C2)OC (tert-butyl 6-fluoro-1-(4-methoxybenzyl)-1H-pyrazolo[3,4-b]pyridine-3-carboxylate), COC1=CC=C(CN)C=C1 (4-methoxybenzylamine). Solvent: O (water), CN1CCCC1=O (NMP). Run at temperature 80 celsius. Yields the product COC1=CC=C(CN2N=C(C=3C2=NC(=CC3)NCC3=CC=C(C=C3)OC)C(=O)OC(C)(C)C)C=C1 (tert-Butyl 1-(4-methoxybenzyl)-6-[(4-methoxybenzyl)amino]-1H-pyrazolo[3,4-b]pyridine-3-carboxylate). RXN SMILES: F[C:2]1[N:7]=[C:6]2[N:8]([CH2:18][C:19]3[CH:24]=[CH:23][C:22]([O:25][CH3:26])=[CH:21][CH:20]=3)[N:9]=[C:10]([C:11]([O:13][C:14]([CH3:17])([CH3:16])[CH3:15])=[O:12])[C:5]2=[CH:4][CH:3]=1.[CH3:27][O:28][C:29]1[CH:36]=[CH:35][C:32]([CH2:33][NH2:34])=[CH:31][CH:30]=1>CN1C(=O)CCC1.O>[CH3:26][O:25][C:22]1[CH:23]=[CH:24][C:19]([CH2:18][N:8]2[C:6]3=[N:7][C:2]([NH:34][CH2:33][C:32]4[CH:35]=[CH:36][C:29]([O:28][CH3:27])=[CH:30][CH:31]=4)=[CH:3][CH:4]=[C:5]3[C:10]([C:11]([O:13][C:14]([CH3:17])([CH3:16])[CH3:15])=[O:12])=[N:9]2)=[CH:20][CH:21]=1. Procedure: To a solution of tert-butyl 6-fluoro-1-(4-methoxybenzyl)-1H-pyrazolo[3,4-b]pyridine-3-carboxylate (2.55 g, 7.14 mmol) in NMP (30 mL) was added 4-methoxybenzylamine (2.80 mL, 21.41 mmol). The resulting mixture was then heated to 80° C. for 2 hours, after which the mixture was diluted with water (200 mL) and extracted with EtOAc (2×200 mL). The combined extracts were washed with water (100 mL), dried with MgSO4, filtered, absorbed onto silica gel (17 g) and removed the solvent in vacuo. This solid...